Dataset: the Open Reaction Database (ORD), a public repository of structured organic reaction records. Task: describe an organic reaction: reactants, conditions, products, and yield Starting materials: C(C)(=O)NC1=CC=C(C=C1)CC(=O)NC=1C(N(C(N(C1N)CC1=NN(C=N1)C(C1=CC=CC=C1)(C1=CC=CC=C1)C1=CC=CC=C1)=O)CC1=C(C=CC=C1)F)=O (2-(4-acetylamino-phenyl)-N-[6-amino-3-(2-fluoro-benzyl)-2,4-dioxo-1-(1-trityl-1H-[1,2,4]triazol-3-ylmethyl)-1,2,3,4-tetrahydro-pyrimidin-5-yl]-acetamide), [OH-].[Na+] (sodium hydroxide), Cl (hydrochloric acid). Run in CO (methanol). Conditions: temperature 50 celsius. Yields the product FC1=C(CN2C(N(C=3N=C(NC3C2=O)CC2=CC=C(C=C2)NC(C)=O)CC2=NN(C=N2)C(C2=CC=CC=C2)(C2=CC=CC=C2)C2=CC=CC=C2)=O)C=CC=C1 (N-{4-[1-(2-fluoro-benzyl)-2,6-dioxo-3-(1-trityl-1H-[1,2,4]triazol-3-ylmethyl)-2,3,6,7-tetrahydro-1H-purin-8-ylmethyl]-phenyl}-acetamide). The yield is 82.1%. Reaction SMILES: [C:1]([NH:4][C:5]1[CH:10]=[CH:9][C:8]([CH2:11][C:12]([NH:14][C:15]2[C:16](=[O:56])[N:17]([CH2:48][C:49]3[CH:54]=[CH:53][CH:52]=[CH:51][C:50]=3[F:55])[C:18](=[O:47])[N:19]([CH2:22][C:23]3[N:27]=[CH:26][N:25]([C:28]([C:41]4[CH:46]=[CH:45][CH:44]=[CH:43][CH:42]=4)([C:35]4[CH:40]=[CH:39][CH:38]=[CH:37][CH:36]=4)[C:29]4[CH:34]=[CH:33][CH:32]=[CH:31][CH:30]=4)[N:24]=3)[C:20]=2[NH2:21])=O)=[CH:7][CH:6]=1)(=[O:3])[CH3:2].[OH-].[Na+].Cl>CO>[F:55][C:50]1[CH:51]=[CH:52][CH:53]=[CH:54][C:49]=1[CH2:48][N:17]1[C:16](=[O:56])[C:15]2[NH:14][C:12]([CH2:11][C:8]3[CH:9]=[CH:10][C:5]([NH:4][C:1](=[O:3])[CH3:2])=[CH:6][CH:7]=3)=[N:21][C:20]=2[N:19]([CH2:22][C:23]2[N:27]=[CH:26][N:25]([C:28]([C:35]3[CH:40]=[CH:39][CH:38]=[CH:37][CH:36]=3)([C:41]3[CH:42]=[CH:43][CH:44]=[CH:45][CH:46]=3)[C:29]3[CH:30]=[CH:31][CH:32]=[CH:33][CH:34]=3)[N:24]=2)[C:18]1=[O:47] |f:1.2|. Procedure: A solution of 2-(4-acetylamino-phenyl)-N-[6-amino-3-(2-fluoro-benzyl)-2,4-dioxo-1-(1-trityl-1H-[1,2,4]triazol-3-ylmethyl)-1,2,3,4-tetrahydro-pyrimidin-5-yl]-acetamide (50 mg, 0.06 mmol) in methanol (2.0 mL) was treated with a 10% aqueous sodium hydroxide solution (0.8 mL). The reaction was heated to 50° C. for 8 h. At this time, the reaction was cooled to 0° C., acidified with a 3N aqueous hydrochloric acid solution, filtered, and washed with water to afford N-{4-[1-(2-fluoro-benzyl)-2,6-dioxo-3... Reactants: BrC1=CC=C2CC3(C(C2=C1)=O)CCC(CC3)O (6′-Bromo-4-hydroxyspiro[cyclohexane-1,2′-inden]-1′(3′H)-one), CC=1C(=NC2(N1)CCOC1=CC=C(C=C12)N)N (5′-Methylspiro[chroman-4,2′-imidazole]-4′,6-diamine), C(C)I (ethyl iodide), CC(C)(C)[O-].[K+] (KOt-Bu). Solvent: [Cl-].[Na+].O (brine), 2-Me THF, [Cl-].[Na+].O (brine), O (Water), CC1CCCO1 (2-MeTHF). Reaction conditions: time 8 hour. Product: BrC1=CC=C2CC3(C(C2=C1)=O)CCC(CC3)OCC (6′-Bromo-4-ethoxyspiro[cyclohexane-1,2′-inden]-1′(3′H)-one). Isolated yield 36.0%. Reaction SMILES: [Br:1][C:2]1[CH:10]=[C:9]2[C:5]([CH2:6][C:7]3([CH2:16][CH2:15][CH:14]([OH:17])[CH2:13][CH2:12]3)[C:8]2=[O:11])=[CH:4][CH:3]=1.[CH3:18][C:19]1C(N)=NC2(C3C(=CC=C(N)C=3)OCC2)N=1.C(I)C.CC([O-])(C)C.[K+]>CC1OCCC1.[Cl-].[Na+].O.O>[Br:1][C:2]1[CH:10]=[C:9]2[C:5]([CH2:6][C:7]3([CH2:16][CH2:15][CH:14]([O:17][CH2:18][CH3:19])[CH2:13][CH2:12]3)[C:8]2=[O:11])=[CH:4][CH:3]=1 |f:3.4,6.7.8|. Reported procedure: 6′-Bromo-4-hydroxyspiro[cyclohexane-1,2′-inden]-1′(3′H)-one as a 2:1 mixture of isomers (Intermediate 5 Step 2, 10.4 g, 34.1 mmol) and ethyl iodide (3.6 mL, 44.3 mmol) were dissolved in 2-MeTHF (100 mL) under N2. KOt-Bu (7.65 g, 68.2 mmol) was added portionwise to the reaction mixture, keeping the internal temperature below 30° C. The solution was stirred at r.t. overnight. Water (40 mL) and brine (25 mL) were added and the mixture was further stirred for min. The mixture was diluted with brine ... The reactants are sodium tert-butylate, CS(=O)C (DMSO), C(CCCCCCCCCCCCCCC)(=O)OC (methyl palmitate), C(C)(=O)C1=CC=CC=C1 (acetophenone). The solvent is O1CCCC1 (tetrahydrofuran). Conditions: temperature 0 celsius, time 52.5 minute. Product: C1(=CC=CC=C1)C(CC(CCCCCCCCCCCCCCC)=O)=O (1 -Phenyloctadecane-1,3-Dione). As a reaction SMILES: CS(C)=O.[C:5]([O:22]C)(=O)[CH2:6][CH2:7][CH2:8][CH2:9][CH2:10][CH2:11][CH2:12][CH2:13][CH2:14][CH2:15][CH2:16][CH2:17][CH2:18][CH2:19][CH3:20].[C:24]([C:27]1[CH:32]=[CH:31][CH:30]=[CH:29][CH:28]=1)(=[O:26])[CH3:25]>O1CCCC1>[C:27]1([C:24](=[O:26])[CH2:25][C:5](=[O:22])[CH2:6][CH2:7][CH2:8][CH2:9][CH2:10][CH2:11][CH2:12][CH2:13][CH2:14][CH2:15][CH2:16][CH2:17][CH2:18][CH2:19][CH3:20])[CH:32]=[CH:31][CH:30]=[CH:29][CH:28]=1. Reported procedure: An apparatus as described in Example 1 is charged with 31.7 g of sodium-tert-butylate, 150 g of DMSO and 150 g of tetrahydrofuran (THF) and the mixture is cooled to 0° C. Then a mixture of 89 g of methyl palmitate and 36 g of acetophenone is added dropwise over 45 minutes. The reaction mixture is then stirred for ca. 45-60 minutes at 30° C., the solvent is removed by distillation on a rotary evaporator (bath temperature <60° C.), and the residue is taken up in 1000 ml of water. The aqueous solut... Reactants: O=C([O-])[O-], [Li]CCCC, C1CCOC1, [K+], [K+], CCOC(=O)C1CCCNC1, O, OCCOCC=C(c1ccccc1)c1ccccc1, Cc1ccc(S(=O)(=O)Cl)cc1. The product is CCOC(=O)C1CCCN(CCOCC=C(c2ccccc2)c2ccccc2)C1. Reaction SMILES: [C:47](=[O:48])([O-:49])[O-:50].[CH2:20]([Li:21])[CH2:22][CH2:23][CH3:24].[CH2:53]1[O:54][CH2:55][CH2:56][CH2:57]1.[K+:51].[K+:52].[NH:36]1[CH2:37][CH:38]([C:42](=[O:43])[O:44][CH2:45][CH3:46])[CH2:39][CH2:40][CH2:41]1.[OH2:58].[c:1]1([C:7](=[CH:8][CH2:9][O:10][CH2:11][CH2:12][OH:13])[c:14]2[cH:15][cH:16][cH:17][cH:18][cH:19]2)[cH:2][cH:3][cH:4][cH:5][cH:6]1.[c:25]1([CH3:26])[cH:27][cH:28][c:29]([S:30]([Cl:31])(=[O:32])=[O:33])[cH:34][cH:35]1>>[c:1]1([C:7](=[CH:8][CH2:9][O:10][CH2:11][CH2:12][N:36]2[CH2:37][CH:38]([C:42](=[O:43])[O:44][CH2:45][CH3:46])[CH2:39][CH2:40][CH2:41]2)[c:14]2[cH:15][cH:16][cH:17][cH:18][cH:19]2)[cH:2][cH:3][cH:4][cH:5][cH:6]1. Starting materials: ClCCC1SC2=C(N(C1=O)C)C=CC=C2 (2-(2-chloroethyl)-4-methyl-2H-1,4-benzothiazin-3(4H)-one), FC1=CC=C(C=C1)N1CCNCC1 (1-(4-fluorophenyl)piperazine), C([O-])([O-])=O.[K+].[K+] (potassium carbonate), [I-].[Na+] (sodium iodide), ice water. RXN SMILES: Cl[CH2:2][CH2:3][CH:4]1[C:9](=[O:10])[N:8]([CH3:11])[C:7]2[CH:12]=[CH:13][CH:14]=[CH:15][C:6]=2[S:5]1.[F:16][C:17]1[CH:22]=[CH:21][C:20]([N:23]2[CH2:28][CH2:27][NH:26][CH2:25][CH2:24]2)=[CH:19][CH:18]=1.C(=O)([O-])[O-].[K+].[K+].[I-].[Na+]>CN(C)C=O>[F:16][C:17]1[CH:18]=[CH:19][C:20]([N:23]2[CH2:28][CH2:27][N:26]([CH2:2][CH2:3][CH:4]3[C:9](=[O:10])[N:8]([CH3:11])[C:7]4[CH:12]=[CH:13][CH:14]=[CH:15][C:6]=4[S:5]3)[CH2:25][CH2:24]2)=[CH:21][CH:22]=1 |f:2.3.4,5.6|. Product: FC1=CC=C(C=C1)N1CCN(CC1)CCC1SC2=C(N(C1=O)C)C=CC=C2 (2-[2-[4(4-fluorophenyl)-1-piperazinyl]ethyl]-4-methyl-2H-1,4-benzothiazin-3(4H)-one). Reported procedure: To 15 ml of dimethylformamide were added 1.21 g of 2-(2-chloroethyl)-4-methyl-2H-1,4-benzothiazin-3(4H)-one, 1.08 g of 1-(4-fluorophenyl)piperazine, 0.69 g of potassium carbonate and 0.05 g of sodium iodide. The mixture was stirred at 100° C. for 4 hours. The reaction solution was poured into ice-water and extracted with dichloromethane. The dichloromethane layer was washed with water and dried (MgSO4). Then, the solvent was evaporated off. The residue was subjected to a column chromatography on... Run at temperature 100 celsius, time 4 hour. Solvent: CN(C=O)C (dimethylformamide). The reactants are o-CH2OH benzenesulfonamide, S1(=O)(=O)NC(=O)C2=CC=CC=C12 (saccharin), [Br-] (bromide), aryl, alkyl, aryl Grignard reagents, S1(N=CC2=C1C=CC=C2)(=O)=O (benz[d]-isothiazole-1,1-dioxide), alkyl, tertiary alcohol, 3-aryl, n-propyl- and n-butylmagnesium halides, saccharins, 3-alkyl. The solvent is O1CCCC1 (tetrahydrofuran). The product is C1(=CC=CC=C1)C1(NS(C2=C1C=CC=C2)(=O)=O)C2=CC=CC=C2 (3,3-diphenyl-2,3-dihydrobenz[d]isothiazole-1,1-dioxide), tertiary alcohol. Reaction SMILES: [S:1]1(=[O:11])(=[O:10])[C:5]2[CH:6]=[CH:7][CH:8]=[CH:9][C:4]=2[CH:3]=[N:2]1.S1([C:23]2[C:18](=[CH:19][CH:20]=[CH:21][CH:22]=2)C(=O)N1)(=O)=O.[Br-]>O1CCCC1>[C:4]1([C:3]2([C:18]3[CH:19]=[CH:20][CH:21]=[CH:22][CH:23]=3)[C:4]3[CH:9]=[CH:8][CH:7]=[CH:6][C:5]=3[S:1](=[O:10])(=[O:11])[NH:2]2)[CH:9]=[CH:8][CH:7]=[CH:6][CH:5]=1. Procedure details: Various procedures have been reported for synthesizing 3-substituted-benz[d]isothiazole-1,1-dioxides and 3,3-disubstituted-2,3-dihydrobenz[d]isothiazole-1,1-dioxides from saccharin (3-oxo-2,3-dihydrobenz[d]isothiazole-1,1-dioxide) and from saccharin pseudo-chloride (3-chlorobenz[d]isothiazole-1,1-dioxide). As reported by A. Mustafa et al, J. Chem. Soc., 1952, p. 1339, the treatment of saccharin pseudo-chloride with excess phenylmagnesium bromide gave the corresponding 3,3-diphenyl-2,3-dihydroben... Starting materials: CS(=O)(=O)OCC=1C(=NC=C(C1)Cl)[C@H](C(C)C)NC(=O)OC(C)(C)C ((S)-(2-(1-((tert-butoxycarbonyl)amino)-2-methylpropyl)-5-chloropyridin-3-yl)methyl methanesulfonate), C(C)(C)(C)OC(N[C@@H](C(C)C)C1=NC=C(C=C1C(C)O)Cl)=O (tert-butyl((1S)-1-(5-chloro-3-(1-hydroxyethyl)pyridin-2-yl)-2-methylpropyl)carbamate). Reaction conditions: time 1 minute. Yields the product CS(=O)(=O)OC(C)C=1C(=NC=C(C1)Cl)[C@H](C(C)C)NC(=O)OC(C)(C)C (1-(2-((S)-1-((tert-butoxycarbonyl)amino)-2-methylpropyl)-5-chloropyridin-3-yl)ethyl methanesulfonate). As a reaction SMILES: [CH3:1][S:2]([O:5][CH2:6][C:7]1[C:8]([C@@H:14]([NH:18][C:19]([O:21][C:22]([CH3:25])([CH3:24])[CH3:23])=[O:20])[CH:15]([CH3:17])[CH3:16])=[N:9][CH:10]=[C:11]([Cl:13])[CH:12]=1)(=[O:4])=[O:3].[C:26](OC(=O)N[C@H](C1C(C(O)C)=CC(Cl)=CN=1)C(C)C)(C)(C)C>>[CH3:1][S:2]([O:5][CH:6]([C:7]1[C:8]([C@@H:14]([NH:18][C:19]([O:21][C:22]([CH3:23])([CH3:25])[CH3:24])=[O:20])[CH:15]([CH3:17])[CH3:16])=[N:9][CH:10]=[C:11]([Cl:13])[CH:12]=1)[CH3:26])(=[O:3])=[O:4]. Procedure: Procedure same as that for (S)-(2-(1-((tert-butoxycarbonyl)amino)-2-methylpropyl)-5-chloropyridin-3-yl)methyl methanesulfonate, using tert-butyl((1S)-1-(5-chloro-3-(1-hydroxyethyl)pyridin-2-yl)-2-methylpropyl)carbamate as a starting material. LC-MS tR=1.03 min in 1 min chromatography, MS (ESI) m/z 407.4 [M+H]+.